Dataset: the Open Reaction Database (ORD), a public repository of structured organic reaction records. Task: describe an organic reaction: reactants, conditions, products, and yield Reactants: OC1=CC=C2C(C=C(OC2=C1)C1=CC=CC=C1)=O (7-hydroxyflavone), BrCCCCCl (1-bromo-4-chlorobutane), OC1CCNCC1 (4-hydroxypiperidine). Reported procedure: The compound was prepared by the method of Example 1 from 7-hydroxyflavone, 1-bromo-4-chlorobutane, and 4-hydroxypiperidine: mp 207°-209 ° C. Reaction SMILES: [OH:1][C:2]1[CH:11]=[C:10]2[C:5]([C:6](=[O:18])[CH:7]=[C:8]([C:12]3[CH:17]=[CH:16][CH:15]=[CH:14][CH:13]=3)[O:9]2)=[CH:4][CH:3]=1.Br[CH2:20][CH2:21][CH2:22][CH2:23][Cl:24].[OH:25][CH:26]1[CH2:31][CH2:30][NH:29][CH2:28][CH2:27]1>>[ClH:24].[OH:25][CH:26]1[CH2:31][CH2:30][N:29]([CH2:20][CH2:21][CH2:22][CH2:23][O:1][C:2]2[CH:3]=[CH:4][C:5]3[C:6](=[O:18])[CH:7]=[C:8]([C:12]4[CH:17]=[CH:16][CH:15]=[CH:14][CH:13]=4)[O:9][C:10]=3[CH:11]=2)[CH2:28][CH2:27]1 |f:3.4|. Yields the product Cl.OC1CCN(CC1)CCCCOC1=CC2=C(C(C=C(O2)C2=CC=CC=C2)=O)C=C1 (7-[4-(4-hydroxypiperidinyl)butoxy]-2-phenyl-4H-1-benzopyran-4-one hydrochloride). Starting materials: ClC=1C=CC(=C(C(=O)Cl)C1)NS(=O)(=O)C1=CC=C(C=C1)Cl (5-chloro-2-(4-chloro-phenylsulfonylamino)-benzoyl chloride), C1(=C(C=CC=C1)N)N (o-phenylenediamine). Run in C1(=CC=CC=C1)C (toluene). Yields the product ClC1=CC=C(C=C1)S(=O)(=O)NC1=C(C=C(C=C1)Cl)C1=NC2=C(N1)C=CC=C2 (4-Chloro-N-(2-(1H-benzimidazol-2-yl)-4-chloro-phenyl)-benzenesulfonamide). Reaction SMILES: [Cl:1][C:2]1[CH:3]=[CH:4][C:5]([NH:11][S:12]([C:15]2[CH:20]=[CH:19][C:18]([Cl:21])=[CH:17][CH:16]=2)(=[O:14])=[O:13])=[C:6]([CH:10]=1)[C:7](Cl)=O.[C:22]1([NH2:29])[CH:27]=[CH:26][CH:25]=[CH:24][C:23]=1[NH2:28]>C1(C)C=CC=CC=1>[Cl:21][C:18]1[CH:19]=[CH:20][C:15]([S:12]([NH:11][C:5]2[CH:4]=[CH:3][C:2]([Cl:1])=[CH:10][C:6]=2[C:7]2[NH:29][C:22]3[CH:27]=[CH:26][CH:25]=[CH:24][C:23]=3[N:28]=2)(=[O:14])=[O:13])=[CH:16][CH:17]=1. Reported procedure: 1.00 g (2.7 mmol) of 5-chloro-2-(4-chloro-phenylsulfonylamino)-benzoyl chloride and 296 mg (2.7 mmol) of o-phenylenediamine in 150 ml of toluene were heated under reflux for 1 h. A small amount of solid was filtered off with suction and the filtrate was evaporated. The residue was taken up in 50 ml of toluene, 600 mg of thionyl chloride were added and the mixture was again heated under reflux for 10 h. Subsequently it was cooled and the precipitated solid was filtered off with suction. 280 mg (2... The reactants are ClCCl, CC(C)(C)C(=O)Nc1cc(F)c(F)cc1CO. Yields the product CC(C)(C)C(=O)Nc1cc(F)c(F)cc1C=O. Reaction SMILES: [Cl:18][CH2:19][Cl:20].[F:1][c:2]1[cH:3][c:4]([CH2:16][OH:17])[c:5]([NH:9][C:10]([C:11]([CH3:12])([CH3:13])[CH3:14])=[O:15])[cH:6][c:7]1[F:8]>>[F:1][c:2]1[cH:3][c:4]([CH:16]=[O:17])[c:5]([NH:9][C:10]([C:11]([CH3:12])([CH3:13])[CH3:14])=[O:15])[cH:6][c:7]1[F:8]. Reaction SMILES: [Al+3:22].[CH3:27][CH2:28][O:29][CH2:30][CH3:31].[H-:21].[H-:24].[H-:25].[H-:26].[Li+:23].[n:1]1[cH:2][c:3]([CH2:7][c:8]2[cH:9][cH:10][c:11]([CH:14]=[CH:15][C:16](=[O:17])[O:18][CH2:19][CH3:20])[cH:12][cH:13]2)[cH:4][cH:5][cH:6]1>>[n:1]1[cH:2][c:3]([CH2:7][c:8]2[cH:9][cH:10][c:11]([CH:14]=[CH:15][CH2:16][OH:17])[cH:12][cH:13]2)[cH:4][cH:5][cH:6]1. Yields the product OCC=Cc1ccc(Cc2cccnc2)cc1. Reactants: [Al+3], CCOCC, [H-], [H-], [H-], [H-], [Li+], CCOC(=O)C=Cc1ccc(Cc2cccnc2)cc1. Reactants: C(C)(C)(C)OC(=O)NC(C(C)N1C(=CC=2C1=NC(=CC2)C(=O)OCC)C(=O)OCC)C (diethyl 1-{3-[(tert-butoxycarbonyl)amino]butan-2-yl}-1H-pyrrolo[2,3-b]pyridine-2,6-dicarboxylate), C(=O)(C(F)(F)F)O (TFA). The solvent is C(Cl)Cl (CH2Cl2). Conditions: time 16 hour. Product: NC(C(C)N1C(=CC=2C1=NC(=CC2)C(=O)OCC)C(=O)OCC)C (Diethyl 1-(3-aminobutan-2-yl)-1H-pyrrolo[2,3-b]pyridine-2,6-dicarboxylate). Isolated yield 83.2%. Reaction SMILES: C(OC([NH:8][CH:9]([CH3:31])[CH:10]([N:12]1[C:16]2=[N:17][C:18]([C:21]([O:23][CH2:24][CH3:25])=[O:22])=[CH:19][CH:20]=[C:15]2[CH:14]=[C:13]1[C:26]([O:28][CH2:29][CH3:30])=[O:27])[CH3:11])=O)(C)(C)C.C(O)(C(F)(F)F)=O>C(Cl)Cl>[NH2:8][CH:9]([CH3:31])[CH:10]([N:12]1[C:16]2=[N:17][C:18]([C:21]([O:23][CH2:24][CH3:25])=[O:22])=[CH:19][CH:20]=[C:15]2[CH:14]=[C:13]1[C:26]([O:28][CH2:29][CH3:30])=[O:27])[CH3:11]. Procedure details: To a solution of diethyl 1-{3-[(tert-butoxycarbonyl)amino]butan-2-yl}-1H-pyrrolo[2,3-b]pyridine-2,6-dicarboxylate (6.00 g, 13.8 mmol) in CH2Cl2 (20 mL) is added TFA (10 mL). The mixture is stirred at room temperature for 16 h. The mixture is concentrated under reduced pressure and the residue is partitioned between ethyl acetate and saturated NaHCO3 solution. The resulting white solid was collected by filtration and dried in vacuo to afford the title compound (3.83 g, 83%). LCMS: 334.80 (M+H+).